From a dataset of the Open Reaction Database (ORD), a public repository of structured organic reaction records. describe an organic reaction: reactants, conditions, products, and yield Product: C(C)(=O)C1=C(C(=C(OCCCC(=O)NCCCCC=2C=NC=CC2)C=C1)CCC)O (4-(4-acetyl-3-hydroxy-2-propylphenoxy)-N-[4-(3-pyridinyl)butyl]butanamide). RXN SMILES: [C:1]([C:4]1[CH:16]=[CH:15][C:7]([O:8][CH2:9][CH2:10][CH2:11][C:12]([OH:14])=O)=[C:6]([CH2:17][CH2:18][CH3:19])[C:5]=1[OH:20])(=[O:3])[CH3:2].[N:21]1[CH:26]=[CH:25][CH:24]=[C:23]([CH2:27][CH2:28][CH2:29][CH2:30][NH2:31])[CH:22]=1>>[C:1]([C:4]1[CH:16]=[CH:15][C:7]([O:8][CH2:9][CH2:10][CH2:11][C:12]([NH:31][CH2:30][CH2:29][CH2:28][CH2:27][C:23]2[CH:22]=[N:21][CH:26]=[CH:25][CH:24]=2)=[O:14])=[C:6]([CH2:17][CH2:18][CH3:19])[C:5]=1[OH:20])(=[O:3])[CH3:2]. Procedure: 4-(4-Acetyl-3-hydroxy-2-propylphenoxy)butanoic acid was allowed to react with 3-pyridine butanamine according to procedure A and the product was purified by HPLC to give 4-(4-acetyl-3-hydroxy-2-propylphenoxy)-N-[4-(3-pyridinyl)butyl]butanamide, the title compound, mp 80°-82° (from ether) in 68% yield. Starting materials: C(C)(=O)C1=C(C(=C(OCCCC(=O)O)C=C1)CCC)O (4-(4-Acetyl-3-hydroxy-2-propylphenoxy)butanoic acid), N1=CC(=CC=C1)CCCCN (3-pyridine butanamine). The reactants are C(C)OC(CSC1=CC(=CC=C1)OC)OCC (1-(2,2-Diethoxyethylsulphanyl)-3-methoxybenzene), C(C)(=O)O (acetic acid). The solvent is O (water), O (water). The product is COC=1C=C(C=CC1)SCC=O ((3-Methoxyphenylsulphanyl)acetaldehyde). The yield is 92.2%. Reaction SMILES: C([O:3][CH:4](OCC)[CH2:5][S:6][C:7]1[CH:12]=[CH:11][CH:10]=[C:9]([O:13][CH3:14])[CH:8]=1)C.C(O)(=O)C>O>[CH3:14][O:13][C:9]1[CH:8]=[C:7]([S:6][CH2:5][CH:4]=[O:3])[CH:12]=[CH:11][CH:10]=1. Procedure details: 1-(2,2-Diethoxyethylsulphanyl)-3-methoxybenzene (18 g, 70.21 mmol), glacial acetic acid (26 mL) and water (18 mL) were stirred at reflux temperature under nitrogen for 45 min. The reaction mixture was cooled to ambient temperature, diluted with water (180 mL) and extracted with tert-butyl methyl ether (3×40 mL). The combined extracts were cooled to <5° C. and washed with 5% aqueous sodium carbonate solution, water, and brine. The organic phase was dried (MgSO4) and concentrated in vacuo to yield... Product: C(C)(=O)NC1=CC=C(C=C1)S(=O)(=O)N[C@H](C(=O)O)CNC(C1=CC=C(C=C1)CCC(NC=1NCCCN1)=O)=O ((2S)-2-(4-Acetylamino-benzenesulfonylamino)-3-(4-(2-(1,4,5,6-tetrahydropyrimidin-2-ylcarbamoyl)-ethyl)-benzoylamino)-propionic acid). Procedure details: 57 mg (0.09 mmol) of (2S)-2-(4-acetylamino-benzenesulfonylamino)-3-(4-(2-(1,4,5,6-tetrahydropyrimidin-2-ylcarbamoyl)-ethyl)-benzoylamino)-propionic acid tert-butyl ester was dissolved in 2 ml of dichloromethane and 2 ml of trifluoroacetic acid was added. The solution was stirred at room temperature for 3 hours. The solvent was removed in vacuo and toluene was added to the residue and then removed in vacuo. The residue was dissolved in acetonitrile/water (1/1) and lyophilized. Yield 42 mg. MS (ES... Conditions: time 3 hour. The solvent is ClCCl (dichloromethane). Reaction SMILES: C([O:5][C:6](=[O:43])[C@@H:7]([NH:29][S:30]([C:33]1[CH:38]=[CH:37][C:36]([NH:39][C:40](=[O:42])[CH3:41])=[CH:35][CH:34]=1)(=[O:32])=[O:31])[CH2:8][NH:9][C:10](=[O:28])[C:11]1[CH:16]=[CH:15][C:14]([CH2:17][CH2:18][C:19](=[O:27])[NH:20][C:21]2[NH:22][CH2:23][CH2:24][CH2:25][N:26]=2)=[CH:13][CH:12]=1)(C)(C)C.FC(F)(F)C(O)=O>ClCCl>[C:40]([NH:39][C:36]1[CH:35]=[CH:34][C:33]([S:30]([NH:29][C@@H:7]([CH2:8][NH:9][C:10](=[O:28])[C:11]2[CH:16]=[CH:15][C:14]([CH2:17][CH2:18][C:19](=[O:27])[NH:20][C:21]3[NH:26][CH2:25][CH2:24][CH2:23][N:22]=3)=[CH:13][CH:12]=2)[C:6]([OH:43])=[O:5])(=[O:31])=[O:32])=[CH:38][CH:37]=1)(=[O:42])[CH3:41]. Starting materials: C(C)(C)(C)OC([C@H](CNC(C1=CC=C(C=C1)CCC(NC=1NCCCN1)=O)=O)NS(=O)(=O)C1=CC=C(C=C1)NC(C)=O)=O ((2S)-2-(4-acetylamino-benzenesulfonylamino)-3-(4-(2-(1,4,5,6-tetrahydropyrimidin-2-ylcarbamoyl)-ethyl)-benzoylamino)-propionic acid tert-butyl ester), FC(C(=O)O)(F)F (trifluoroacetic acid). The reactants are ClC1=C(C=CC(=C1)C=1C=CC=2N(N1)C(=NN2)COC2=CC=NC1=CC(=CC=C21)OC)[C@@H](C(F)(F)F)N[S@](=O)C(C)(C)C ((R)—N—((S)-1-(2-chloro-4-(3-((7-methoxyquinolin-4-yloxy)methyl)-[1,2,4]triazolo[4,3-b]pyridazin-6-yl)phenyl)-2,2,2-trifluoroethyl)-2-methylpropane-2-sulfinamide), Si Carbonate. The solvent is CO (MeOH), Cl (HCl). Run at time 30 minute. Product: ClC1=C(C=CC(=C1)C=1C=CC=2N(N1)C(=NN2)COC2=CC=NC1=CC(=CC=C21)OC)[C@@H](C(F)(F)F)N ((S)-1-(2-chloro-4-(3-((7-methoxyquinolin-4-yloxy)methyl)-[1,2,4]triazolo[4,3-b]pyridazin-6-yl)phenyl)-2,2,2-trifluoroethanamine). As a reaction SMILES: [Cl:1][C:2]1[CH:7]=[C:6]([C:8]2[CH:9]=[CH:10][C:11]3[N:12]([C:14]([CH2:17][O:18][C:19]4[C:28]5[C:23](=[CH:24][C:25]([O:29][CH3:30])=[CH:26][CH:27]=5)[N:22]=[CH:21][CH:20]=4)=[N:15][N:16]=3)[N:13]=2)[CH:5]=[CH:4][C:3]=1[C@H:31]([NH:36][S@@](C(C)(C)C)=O)[C:32]([F:35])([F:34])[F:33]>CO.Cl>[Cl:1][C:2]1[CH:7]=[C:6]([C:8]2[CH:9]=[CH:10][C:11]3[N:12]([C:14]([CH2:17][O:18][C:19]4[C:28]5[C:23](=[CH:24][C:25]([O:29][CH3:30])=[CH:26][CH:27]=5)[N:22]=[CH:21][CH:20]=4)=[N:15][N:16]=3)[N:13]=2)[CH:5]=[CH:4][C:3]=1[C@H:31]([NH2:36])[C:32]([F:33])([F:35])[F:34]. Procedure details: A solution of (R)—N—((S)-1-(2-chloro-4-(3-((7-methoxyquinolin-4-yloxy)methyl)-[1,2,4]triazolo[4,3-b]pyridazin-6-yl)phenyl)-2,2,2-trifluoroethyl)-2-methylpropane-2-sulfinamide (135 mg, 218 μmol) in MeOH (2 mL) and 4M HCl (2 mL) was stirred for 30 min at 35° C. LCMS suggests full conversion. Solvents removed under reduced pressure with azeotroping from toluene. Residue dissolved in MeOH (10 mL) and Si-Carbonate (2 g; 1.4 mmol) added. Suspension stirred for 30 min, then filtrated collected by filtr... Reaction SMILES: F[C:2]1[CH:7]=[CH:6][CH:5]=[CH:4][N:3]=1.[CH:8]1([C:12]#[N:13])[CH2:11][CH2:10][CH2:9]1.C[Si]([N-][Si](C)(C)C)(C)C.[Na+].C1COCC1>C1(C)C=CC=CC=1.[NH4+].[Cl-].C(Cl)Cl>[N:3]1[CH:4]=[CH:5][CH:6]=[CH:7][C:2]=1[C:8]1([C:12]#[N:13])[CH2:11][CH2:10][CH2:9]1 |f:2.3,6.7|. Reaction conditions: temperature 0 celsius, time 1 hour. Starting materials: FC1=NC=CC=C1 (2-fluoropyridine), C1(CCC1)C#N (cyclobutanecarbonitrile), solution, C[Si](C)(C)[N-][Si](C)(C)C.[Na+] (sodium bis(trimethylsilyl)amide), C1CCOC1 (THF). Solvent: [NH4+].[Cl-] (NH4Cl), C(Cl)Cl (DCM), C1(=CC=CC=C1)C (toluene). Reported procedure: In a dry flask under Ar, 2-fluoropyridine (3.18 ml, 37 mmol) and cyclobutanecarbonitrile (3.0 g, 37 mmol) were dissolved in toluene (55 mL). The solution was cooled to 0° C. A 1M solution of sodium bis(trimethylsilyl)amide in THF (40.7 mL, 40.7 mmol) was added slowly over 5 min. After 1 h, the solution was warmed to room temperature. After another 19 h, the reaction was diluted with NH4Cl (aq) and DCM. The layers were separated. The aqueous layer was extracted with DCM. The combined organic laye... Isolated yield 80.0%. The product is N1=C(C=CC=C1)C1(CCC1)C#N (1-pyridin-2-yl-cyclobutanecarbonitrile). Reactants: CCOc1ccc2cccnc2c1[N+](=O)[O-], CCO. Yields the product CCOc1ccc2cccnc2c1N. RXN SMILES: [CH2:1]([CH3:2])[O:3][c:4]1[cH:5][cH:6][c:7]2[cH:8][cH:9][cH:10][n:11][c:12]2[c:13]1[N+:14]([O-:15])=[O:16].[CH3:17][CH2:18][OH:19]>>[CH2:1]([CH3:2])[O:3][c:4]1[cH:5][cH:6][c:7]2[cH:8][cH:9][cH:10][n:11][c:12]2[c:13]1[NH2:14]. Reactants: C(CCC)[Li] (butyl lithium), C1(C=CCCC1)=O (cyclohex-2-enone). Reagents/catalysts: [Cu](I)I (copper iodide). The solvent is CSC (dimethyl sulphide), CSC (dimethyl sulphide), CCCCCC (hexane). Conditions: temperature -78 celsius. The product is C(CCC)C1CC(CCC1)=O (3-butylcyclohexanone), ( 2 ). Reaction SMILES: [CH2:1]([Li])[CH2:2][CH2:3][CH3:4].[C:6]1(=[O:12])[CH2:11][CH2:10][CH2:9][CH:8]=[CH:7]1>CSC.CCCCCC.[Cu](I)I>[CH2:1]([CH:8]1[CH2:9][CH2:10][CH2:11][C:6](=[O:12])[CH2:7]1)[CH2:2][CH2:3][CH3:4]. Procedure details: A solution of copper iodide (6.3 mmol) in dimethyl sulphide (12 ml) is cooled to 50° C. A solution of butyl lithium (6.2 mmol) is added dropwise accompanied by stirring and stirred for a further 5 to 15 mins. The reaction mixture is cooled to −78° C. and then a solution precooled to −78° C. of cyclohex-2-enone (6 mmol), dissolved in dimethyl sulphide (1 ml), is slowly added dropwise. After stirring for one hour at −78° C. the mixture is quenched with saturated aqueous ammonium chloride solution....